This data is from the Open Reaction Database (ORD), a public repository of structured organic reaction records. The task is: describe an organic reaction: reactants, conditions, products, and yield The reactants are COC(=O)C1=NC=C(N=C1)C(=O)OC (2,5-dimethoxycarbonylpyrazine), NC(CO)CO (2-amino-1,3-propanediol). Run in C(C)O (ethanol). Product: OCC(CO)NC(=O)C1=NC=C(N=C1)C(=O)NC(CO)CO (N,N′-bis(1,3-dihydroxy-2-propyl)pyrazine-2,5-dicarboxamide). Isolated yield 84.4%. As a reaction SMILES: CO[C:3]([C:5]1[CH:10]=[N:9][C:8]([C:11]([O:13]C)=O)=[CH:7][N:6]=1)=[O:4].[NH2:15][CH:16]([CH2:19][OH:20])[CH2:17][OH:18]>C(O)C>[OH:18][CH2:17][CH:16]([NH:15][C:11]([C:8]1[CH:7]=[N:6][C:5]([C:3]([NH:15][CH:16]([CH2:19][OH:20])[CH2:17][OH:18])=[O:4])=[CH:10][N:9]=1)=[O:13])[CH2:19][OH:20]. Reported procedure: A solution of 392 mg of 2,5-dimethoxycarbonylpyrazine and 364 mg of 2-amino-1,3-propanediol in 5 cm3 of ethanol is heated at a temperature in the region of the reflux temperature for 3 hours. The reaction mixture is filtered while hot. The white solid is washed with 3 times 10 cm3 of boiling ethanol. 530 mg of N,N′-bis(1,3-dihydroxy-2-propyl)pyrazine-2,5-dicarboxamide are thus obtained in the form of a white solid melting at 218° C. [1H NMR spectrum (400 MHz, (CD3)2SO-d6, δ in ppm): from 3.45 to... Reactants: CCO, CCOC(C)=O, Cc1ccc(S(=O)(=O)Cc2ccc([N+](=O)[O-])cc2)cc1. Product: Cc1ccc(S(=O)(=O)Cc2ccc(N)cc2)cc1. RXN SMILES: [CH3:21][CH2:22][OH:23].[CH3:24][CH2:25][O:26][C:27](=[O:28])[CH3:29].[N+:1]([O-:2])(=[O:3])[c:4]1[cH:5][cH:6][c:7]([CH2:8][S:9](=[O:10])(=[O:11])[c:12]2[cH:13][cH:14][c:15]([CH3:18])[cH:16][cH:17]2)[cH:19][cH:20]1>>[NH2:1][c:4]1[cH:5][cH:6][c:7]([CH2:8][S:9](=[O:10])(=[O:11])[c:12]2[cH:13][cH:14][c:15]([CH3:18])[cH:16][cH:17]2)[cH:19][cH:20]1. The reactants are N[C@@H](CCC(N)=O)C(=O)O (L-(+)-glutamine), C(C1=CC=CC=C1)C=1C=C(C=CC1)N=C=O (3-benzylphenyl isocyanate). The product is C(C1=CC=CC=C1)C=1C=C(C=CC1)NC(=O)N[C@@H](CCC(N)=O)C(=O)O (N2-[(3-benzylphenylamino)carbonyl]-L-glutamine). Isolated yield 72.8%. RXN SMILES: [NH2:1][C@H:2]([C:8]([OH:10])=[O:9])[CH2:3][CH2:4][C:5](=[O:7])[NH2:6].[CH2:11]([C:18]1[CH:19]=[C:20]([N:24]=[C:25]=[O:26])[CH:21]=[CH:22][CH:23]=1)[C:12]1[CH:17]=[CH:16][CH:15]=[CH:14][CH:13]=1>>[CH2:11]([C:18]1[CH:19]=[C:20]([NH:24][C:25]([NH:1][C@H:2]([C:8]([OH:10])=[O:9])[CH2:3][CH2:4][C:5](=[O:7])[NH2:6])=[O:26])[CH:21]=[CH:22][CH:23]=1)[C:12]1[CH:13]=[CH:14][CH:15]=[CH:16][CH:17]=1. Procedure details: Preparation from L-(+)-glutamine (0.487 g, 3.33 mmol) and 3-benzylphenyl isocyanate (0.719 g, 3.33 mmol) (final pH value after 24 h stirring: 5-6) gave N2-[(3-benzylphenylamino)carbonyl]-L-glutamine (0.862 g, 73%, white solid). Starting materials: C(C1=CC=CC=C1)N[C@@H](C1=CC=CC=C1)C ((R)-N-benzyl-N-α-methylbenzylamine), ICC (iodoethane), C(CCC)[Li] (n-butyllithium), C1(=CCCC1)C(=O)OC (methyl 1-cyclopentene-1-carboxylate). Product: N[C@H]1[C@](CCC1)(C(=O)OC)CC (methyl (1S,2R)-2-amino-1-ethylcyclopentanecarboxylate). Reaction SMILES: C([NH:8][C@H](C)C1C=CC=CC=1)C1C=CC=CC=1.C([Li])C[CH2:19][CH3:20].[C:22]1([C:27]([O:29][CH3:30])=[O:28])[CH2:26][CH2:25][CH2:24][CH:23]=1.ICC>>[NH2:8][C@@H:23]1[CH2:24][CH2:25][CH2:26][C@:22]1([CH2:19][CH3:20])[C:27]([O:29][CH3:30])=[O:28]. Procedure details: According to the procedure of Example 53, Step 1, using (R)-N-benzyl-N-α-methylbenzylamine (4.2 mL, 4.24 g, 20 mmol), n-butyllithium (2.4 M, 7.4 mL), methyl 1-cyclopentene-1-carboxylate (1.3 mL, 1.29 g, 10.2 mmol), and iodoethane (1.6 mL, 3.12 g, 20 mmol), methyl (1S,2R)-2-amino-1-ethylcyclopentanecarboxylate was obtained as a mixture of two components (1.103 g) after purification on silica gel, eluting with 2% ethyl acetate/hexanes. Reactants: COC=1C=C2C=CN=C(C2=CC1OC)CSC=1NC2=C(N1)C=CC=C2 (2-[(6,7-dimethoxyisoquinolin-1-yl)methylthio]benzimidazole), C1=CC(=CC(=C1)Cl)C(=O)OO (3-CPBA), saturated aqueous solution, C(=O)(O)[O-].[Na+] (NaHCO3), aqueous solution, OS(=O)[O-].[Na+] (NaHSO3). Run in C(Cl)(Cl)Cl (CHCl3), O (water). Run at time 30 minute. Product: objective compound, COC=1C=C2C=CN=C(C2=CC1OC)CS(=O)C=1NC2=C(N1)C=CC=C2 (2-[(6,7-dimethoxyisoquinolin-1-yl)methylsulfinyl]benzimidazole). Yield: 83.7%. As a reaction SMILES: [CH3:1][O:2][C:3]1[CH:4]=[C:5]2[C:10](=[CH:11][C:12]=1[O:13][CH3:14])[C:9]([CH2:15][S:16][C:17]1[NH:18][C:19]3[CH:25]=[CH:24][CH:23]=[CH:22][C:20]=3[N:21]=1)=[N:8][CH:7]=[CH:6]2.C1C=C(Cl)C=C(C(OO)=[O:34])C=1.C([O-])(O)=O.[Na+].OS([O-])=O.[Na+]>C(Cl)(Cl)Cl.O>[CH3:1][O:2][C:3]1[CH:4]=[C:5]2[C:10](=[CH:11][C:12]=1[O:13][CH3:14])[C:9]([CH2:15][S:16]([C:17]1[NH:21][C:20]3[CH:22]=[CH:23][CH:24]=[CH:25][C:19]=3[N:18]=1)=[O:34])=[N:8][CH:7]=[CH:6]2 |f:2.3,4.5|. Reported procedure: To a solution of 246.0 mg of 2-[(6,7-dimethoxyisoquinolin-1-yl)methylthio]benzimidazole (Ia-1) (0.700 mmol) in 10 ml of CHCl3 was added 151.0 mg of 80% 3-CPBA (0.700 mmol) at -10°--15° C., and the mixture was stirred for 30 min. at the same temperature. The reaction mixture was mixed with 3 ml of saturated aqueous solution of NaHCO3 and 0.3 ml of 10% aqueous solution of NaHSO3. The reaction temperature was returned to room temperature, and the reaction mixture was mixed with 2 ml of water and ex... The reactants are COC(=O)Cc1ccc(-c2c(F)cc(-c3nc(C(N)=O)c(C)nc3C)cc2F)c(Cl)c1, CC(C)(C)O, Cl, [K+], [OH-]. The product is Cc1nc(C)c(-c2cc(F)c(-c3ccc(CC(=O)O)cc3Cl)c(F)c2)nc1C(N)=O. As a reaction SMILES: [C:3]([NH2:4])(=[O:5])[c:6]1[c:7]([CH3:33])[n:8][c:9]([CH3:32])[c:10](-[c:12]2[cH:13][c:14]([F:31])[c:15](-[c:19]3[c:20]([Cl:30])[cH:21][c:22]([CH2:25][C:26](=[O:27])[O:28][CH3:29])[cH:23][cH:24]3)[c:16]([F:18])[cH:17]2)[n:11]1.[CH3:35][C:36]([OH:37])([CH3:38])[CH3:39].[ClH:34].[K+:2].[OH-:1]>>[C:3]([NH2:4])(=[O:5])[c:6]1[c:7]([CH3:33])[n:8][c:9]([CH3:32])[c:10](-[c:12]2[cH:13][c:14]([F:31])[c:15](-[c:19]3[c:20]([Cl:30])[cH:21][c:22]([CH2:25][C:26](=[O:27])[OH:28])[cH:23][cH:24]3)[c:16]([F:18])[cH:17]2)[n:11]1. The reactants are C1(=CC=CC=C1)CCCCCO (5-phenyl-1-pentanol), C(Br)C1CO1 (epibromohydrin), [H-].[Na+] (sodium hydride). The solvent is CN(C=O)C (dimethylformamide). The product is C1(=CC=CC=C1)CCCCCOCC1OC1 (5-Phenylpentyloxymethyloxirane). RXN SMILES: [C:1]1([CH2:7][CH2:8][CH2:9][CH2:10][CH2:11][OH:12])[CH:6]=[CH:5][CH:4]=[CH:3][CH:2]=1.[CH2:13]([CH:15]1[O:17][CH2:16]1)Br.[H-].[Na+]>CN(C)C=O>[C:1]1([CH2:7][CH2:8][CH2:9][CH2:10][CH2:11][O:12][CH2:13][CH:15]2[CH2:16][O:17]2)[CH:6]=[CH:5][CH:4]=[CH:3][CH:2]=1 |f:2.3|. Procedure: A procedure similar to that described in Preparation 46 was repeated, except that 5 g of 5-phenyl-1-pentanol, 4.99 ml of epibromohydrin, 1.31 g of sodium hydride (as a 55% by weight dispersion in mineral oil) and 80 ml of anhydrous dimethylformamide were used. The resulting crude product was purified by silica gel column chromatography, using a 1:6 by volume mixture of ethyl acetate and hexane as the eluent, to give 4.2 g of the title compound as a colorless oil having an Rf value of 0.49 (on si... The reactants are [C-]#N.[Na+] (sodium cyanide), resultant product, COC1=CC=C(C=C1)N1C2=CC=CC=C2C=2C=C(C=CC12)C=C(C1=CC(=CC(=C1)F)F)C#N (N-(4-methoxyphenyl)-3-(2-cyano-2-(3,5-difluorophenyl)ethenyl) carbazole), resultant solution, C(C)(=O)[O-].C(C)(=O)[O-].C(C)(=O)[O-].C(C)(=O)[O-].[Pb+4] (lead tetraacetate). Run in O (water), C(Cl)(Cl)Cl (chloroform), CN(C=O)C (N,N-dimethylformamide), O (water). Reaction conditions: time 10 minute. Yields the product COC1=CC=C(C=C1)N1C2=CC=CC=C2C=2C=C(C=CC12)C(=C(C1=CC(=CC(=C1)F)F)C#N)C#N (N-(4-methoxyphenyl)-3-(1,2-dicyano-2-(3,5-difluorophenyl)ethenyl)carbazole). RXN SMILES: [CH3:1][O:2][C:3]1[CH:8]=[CH:7][C:6]([N:9]2[C:21]3[CH:20]=[CH:19][C:18]([CH:22]=[C:23]([C:32]#[N:33])[C:24]4[CH:29]=[C:28]([F:30])[CH:27]=[C:26]([F:31])[CH:25]=4)=[CH:17][C:16]=3[C:15]3[C:10]2=[CH:11][CH:12]=[CH:13][CH:14]=3)=[CH:5][CH:4]=1.[C-:34]#[N:35].[Na+].C([O-])(=O)C.C([O-])(=O)C.C([O-])(=O)C.C([O-])(=O)C.[Pb+4]>CN(C)C=O.O.C(Cl)(Cl)Cl>[CH3:1][O:2][C:3]1[CH:8]=[CH:7][C:6]([N:9]2[C:21]3[CH:20]=[CH:19][C:18]([C:22]([C:34]#[N:35])=[C:23]([C:32]#[N:33])[C:24]4[CH:25]=[C:26]([F:31])[CH:27]=[C:28]([F:30])[CH:29]=4)=[CH:17][C:16]=3[C:15]3[C:10]2=[CH:11][CH:12]=[CH:13][CH:14]=3)=[CH:5][CH:4]=1 |f:1.2,3.4.5.6.7|. Reported procedure: 0.50 g (1.15 mmol) of N-(4-methoxyphenyl)-3-(2-cyano-2-(3,5-difluorophenyl)ethenyl) carbazole and 5 ml of N,N-dimethylformamide as solvent were placed in a 200 ml four-necked flask with a mechanical stirrer and bulb-shaped cooler. To this was added an aqueous solution prepared from 0.06 g (1.15 mmol) of sodium cyanide and 0.5 ml of water, which was stirred for 10 minutes. Further, 0.51 g (1.15 mmol) of lead tetraacetate was added. The resultant product was subjected to the reaction for 30 minute...